From a dataset of the Open Reaction Database (ORD), a public repository of structured organic reaction records. describe an organic reaction: reactants, conditions, products, and yield The reactants are C(CCC)N1C(C=C(C=C1)CCC(=O)OCC)=O (ethyl β-(N-n-butyl-2-oxo-4-pyridyl)propionate), C(=O)OCC (ethyl formate), [H-].[Na+] (sodium hydride). Solvent: oil, C(OC)COC (dimethoxyethane). The product is C(=O)C(C(=O)OCC)CC1=CC(N(C=C1)CCCC)=O (ethyl α-formyl-β-(N-n-butyl-2-oxo-4-pyridyl)propionate). The yield is 84.8%. As a reaction SMILES: [H-].[Na+].[CH2:3]([N:7]1[CH:12]=[CH:11][C:10]([CH2:13][CH2:14][C:15]([O:17][CH2:18][CH3:19])=[O:16])=[CH:9][C:8]1=[O:20])[CH2:4][CH2:5][CH3:6].[CH:21](OCC)=[O:22]>C(COC)OC>[CH:21]([CH:14]([CH2:13][C:10]1[CH:11]=[CH:12][N:7]([CH2:3][CH2:4][CH2:5][CH3:6])[C:8](=[O:20])[CH:9]=1)[C:15]([O:17][CH2:18][CH3:19])=[O:16])=[O:22] |f:0.1|. Reported procedure: To a stirred suspension of 50% sodium hydride in oil (13.89 g) in dimethoxyethane (100 ml) at -2° C., was added dropwise over 90 minutes, a mixture of ethyl β-(N-n-butyl-2-oxo-4-pyridyl)propionate (58.19 g) and ethyl formate (25.73 g), the reaction temperature being maintained below 5° C. The reaction mixture was then allowed to warm to room temperature overnight, poured on to ice and extracted successively into petroleum ether (40°-60°) (150 ml) and diethyl ether (3×100 ml). The combined organi...